From a dataset of the Open Reaction Database (ORD), a public repository of structured organic reaction records. describe an organic reaction: reactants, conditions, products, and yield Reactants: COc1ccc(CN2CCN(CCBr)C(=O)C2=O)c(OC)c1, CN(C)C=O, [N-]=[N+]=[N-], [Na+]. Yields the product COc1ccc(CN2CCN(CCN=[N+]=[N-])C(=O)C2=O)c(OC)c1. As a reaction SMILES: [Br:1][CH2:2][CH2:3][N:4]1[C:5](=[O:22])[C:6](=[O:21])[N:7]([CH2:10][c:11]2[c:12]([O:19][CH3:20])[cH:13][c:14]([O:17][CH3:18])[cH:15][cH:16]2)[CH2:8][CH2:9]1.[CH3:27][N:28]([CH3:29])[CH:30]=[O:31].[N-:24]=[N+:25]=[N-:26].[Na+:23]>>[CH2:2]([CH2:3][N:4]1[C:5](=[O:22])[C:6](=[O:21])[N:7]([CH2:10][c:11]2[c:12]([O:19][CH3:20])[cH:13][c:14]([O:17][CH3:18])[cH:15][cH:16]2)[CH2:8][CH2:9]1)[N:24]=[N+:25]=[N-:26]. Reactants: CN(C=1C=C(C=2N(N1)C(=NN2)C)N)[C@@H](C)C2=CC=CC=C2 ((S)-N6, 3-dimethyl-N6-(1-phenylethyl)-[1,2,4]triazolo[4,3-b]pyridazine-6,8-diamine), C(OC1=CC=CC=C1)(=O)Cl (phenyl carbonochloridate), CNC (dimethylamine). Yield: 16.7%. As a reaction SMILES: [CH3:1][N:2]([C@H:14]([C:16]1[CH:21]=[CH:20][CH:19]=[CH:18][CH:17]=1)[CH3:15])[C:3]1[CH:4]=[C:5]([NH2:13])[C:6]2[N:7]([C:9]([CH3:12])=[N:10][N:11]=2)[N:8]=1.[C:22](Cl)(=[O:30])OC1C=CC=CC=1.[CH3:32][NH:33][CH3:34]>C(Cl)Cl.C1COCC1.O>[CH3:32][N:33]([CH3:34])[C:22]([NH:13][C:5]1[C:6]2[N:7]([C:9]([CH3:12])=[N:10][N:11]=2)[N:8]=[C:3]([N:2]([CH3:1])[C@H:14]([C:16]2[CH:21]=[CH:20][CH:19]=[CH:18][CH:17]=2)[CH3:15])[CH:4]=1)=[O:30]. Reaction conditions: time 1 hour. The solvent is C(Cl)Cl (DCM), C1CCOC1 (THF), O (water). Reported procedure: To a solution of compound (S)-N6, 3-dimethyl-N6-(1-phenylethyl)-[1,2,4]triazolo[4,3-b]pyridazine-6,8-diamine (50 mg, 0.17 mmol) in DCM (10 mL) was added phenyl carbonochloridate (30 mg, 0.19 mmol) dropwise at 0° C. The reaction mixture was stirred at room temperature for 1 h and then the solution of dimethylamine in THF (0.3 mL, 1 N) was added, and the mixture was stirred at room temperature for 2 h. The reaction mixture was diluted with water (15 mL) and extracted with EA (20 mL*3). The combine... Product: CN(C(=O)NC=1C=2N(N=C(C1)N([C@@H](C)C1=CC=CC=C1)C)C(=NN2)C)C ((S)-1,1-dimethyl-3-(3-methyl-6-(methyl(1-phenylethyl)amino)-[1,2,4]triazolo[4,3-b]pyridazin-8-yl)urea). Yields the product CCOC(=O)C1CC(N(C)C(C)C)CCC1N1CCC(NC(=O)OCc2ccccc2)C1=O. The reactants are [BH4-], CCOC(=O)C1CC(=O)CCC1N1CCC(NC(=O)OCc2ccccc2)C1=O, ClCCl, CCCCCC, CO, CS(C)=O, CNC(C)C, [Na+], [Na+], [OH-]. As a reaction SMILES: [BH4-:35].[CH2:1]([c:2]1[cH:3][cH:4][cH:5][cH:6][cH:7]1)[O:8][C:9](=[O:10])[NH:11][CH:12]1[C:13](=[O:29])[N:14]([CH:17]2[CH:18]([C:24](=[O:25])[O:26][CH2:27][CH3:28])[CH2:19][C:20](=[O:23])[CH2:21][CH2:22]2)[CH2:15][CH2:16]1.[CH2:39]([Cl:40])[Cl:41].[CH3:42][CH2:43][CH2:44][CH2:45][CH2:46][CH3:47].[CH3:48][OH:49].[CH3:50][S:51]([CH3:52])=[O:53].[CH:30]([CH3:31])([CH3:32])[NH:33][CH3:34].[Na+:36].[Na+:38].[OH-:37]>>[CH2:1]([c:2]1[cH:3][cH:4][cH:5][cH:6][cH:7]1)[O:8][C:9](=[O:10])[NH:11][CH:12]1[C:13](=[O:29])[N:14]([CH:17]2[CH:18]([C:24](=[O:25])[O:26][CH2:27][CH3:28])[CH2:19][CH:20]([N:33]([CH:30]([CH3:31])[CH3:32])[CH3:34])[CH2:21][CH2:22]2)[CH2:15][CH2:16]1. Starting materials: FC1=CC=C(C=C1)NC(=O)C1(CC1)C(=O)O (1-(4-fluoro-phenylcarbamoyl)-cyclopropanecarboxylic acid), CN(C)C=O (DMF), C(C(=O)Cl)(=O)Cl (oxalyl chloride). Solvent: C1CCOC1 (THF). Conditions: temperature 14.5 celsius, time 5.5 hour. Yields the product FC1=CC=C(C=C1)NC(=O)C1(CC1)C(=O)Cl (1-(4-Fluoro-phenylcarbamoyl)-cyclopropanecarbonyl chloride). As a reaction SMILES: [F:1][C:2]1[CH:7]=[CH:6][C:5]([NH:8][C:9]([C:11]2([C:14]([OH:16])=O)[CH2:13][CH2:12]2)=[O:10])=[CH:4][CH:3]=1.CN(C=O)C.C(Cl)(=O)C([Cl:25])=O>C1COCC1>[F:1][C:2]1[CH:7]=[CH:6][C:5]([NH:8][C:9]([C:11]2([C:14]([Cl:25])=[O:16])[CH2:13][CH2:12]2)=[O:10])=[CH:4][CH:3]=1. Procedure details: A reactor was charged with 1-(4-fluoro-phenylcarbamoyl)-cyclopropanecarboxylic acid (35 kg), 344 g DMF, and 175 kg THF. The reaction mixture was adjusted to 12 to 17° C. and then to the reaction mixture was charged 19.9 kg of oxalyl chloride over a period of 1 hour. The reaction mixture was left stirring at 12 to 17° C. for 3 to 8 hours. This solution was used in the next step without further processing. Reactants: COC(C1=CN=C(C(=C1)Br)Cl)=O (5-bromo-6-chloro-nicotinic acid methyl ester), N[C@H](CC(C)C)CO ((R)-(−)-leucinol), N1CCCC1 (pyrrolidine), COC1=CC=C(C=C1)B(O)O (4-methoxyphenyl-boronic acid). Yields the product OC[C@@H](CC(C)C)NC(C1=CN=C(C(=C1)C1=CC=C(C=C1)OC)N1CCCC1)=O (N—((R)-1-Hydroxymethyl-3-methyl-butyl)-5-(4-methoxy-phenyl)-6-pyrrolidin-1-yl-nicotinamide). As a reaction SMILES: CO[C:3](=[O:12])[C:4]1[CH:9]=[C:8](Br)[C:7](Cl)=[N:6][CH:5]=1.[NH:13]1[CH2:17][CH2:16][CH2:15][CH2:14]1.[CH3:18][O:19][C:20]1[CH:25]=[CH:24][C:23](B(O)O)=[CH:22][CH:21]=1.[NH2:29][C@@H:30]([CH2:35][OH:36])[CH2:31][CH:32]([CH3:34])[CH3:33]>>[OH:36][CH2:35][C@H:30]([NH:29][C:3](=[O:12])[C:4]1[CH:9]=[C:8]([C:23]2[CH:24]=[CH:25][C:20]([O:19][CH3:18])=[CH:21][CH:22]=2)[C:7]([N:13]2[CH2:17][CH2:16][CH2:15][CH2:14]2)=[N:6][CH:5]=1)[CH2:31][CH:32]([CH3:34])[CH3:33]. Procedure: The title compound was synthesized in analogy to the procedure described for the preparation of Example 43, using 5-bromo-6-chloro-nicotinic acid methyl ester, pyrrolidine (commercially available), 4-methoxyphenyl-boronic acid (commercially available) and (R)-(−)-leucinol (commercially available) as starting materials. MS (ISP): 398.2 (M+H+).